From a dataset of the Open Reaction Database (ORD), a public repository of structured organic reaction records. describe an organic reaction: reactants, conditions, products, and yield Starting materials: C(C)(C)(C)OC(=O)N1CCN(CC1)C(=O)C=1NC2=CC=C(C=C2C1)OC1CCN(CC1)C(C)C (4-[5-(1-isopropyl-piperidin-4-yloxy)-1H-indole-2-carbonyl]-piperazine-1-carboxylic acid tert-butyl ester), Cl (hydrogen chloride), C(C)OCC (diethyl ether). Run in C(C)(=O)OCC (ethyl acetate). Conditions: time 72 hour. Yields the product Cl.Cl.C(C)(C)N1CCC(CC1)OC=1C=C2C=C(NC2=CC1)C(=O)N1CCNCC1 ([5-(1-Isopropyl-piperidin-4-yloxy)-1H-indol-2-yl]-piperazin-1-yl-methanone dihydrochloride). As a reaction SMILES: C(OC([N:8]1[CH2:13][CH2:12][N:11]([C:14]([C:16]2[NH:17][C:18]3[C:23]([CH:24]=2)=[CH:22][C:21]([O:25][CH:26]2[CH2:31][CH2:30][N:29]([CH:32]([CH3:34])[CH3:33])[CH2:28][CH2:27]2)=[CH:20][CH:19]=3)=[O:15])[CH2:10][CH2:9]1)=O)(C)(C)C.[ClH:35].C(OCC)C>C(OCC)(=O)C>[ClH:35].[ClH:35].[CH:32]([N:29]1[CH2:28][CH2:27][CH:26]([O:25][C:21]2[CH:22]=[C:23]3[C:18](=[CH:19][CH:20]=2)[NH:17][C:16]([C:14]([N:11]2[CH2:12][CH2:13][NH:8][CH2:9][CH2:10]2)=[O:15])=[CH:24]3)[CH2:31][CH2:30]1)([CH3:34])[CH3:33] |f:4.5.6|. Procedure: A solution of 4-[5-(1-isopropyl-piperidin-4-yloxy)-1H-indole-2-carbonyl]-piperazine-1-carboxylic acid tert-butyl ester (800 mg, 1.7 mmol) in ethyl acetate (25 ml) was treated with hydrogen chloride (5M in ethyl acetate, 12 ml) and the mixture stirred 72 h at room temperature. The resulting suspension was cooled to 0° C. (ice-bath), diethyl ether (2 ml) added and the mixture stirred 1 h. The precipitate was filtered and dried under vacuum to afford the title compound as an off-white solid. MS (m/... RXN SMILES: [CH2:1]([O:5][C:6]([C:8]1[C:9]([OH:19])=[C:10]2[C:17]([CH3:18])=[N:16][S:15][C:11]2=[C:12](Br)[N:13]=1)=[O:7])[CH2:2][CH2:3][CH3:4].[CH3:20][Si:21]([C:24]#[CH:25])([CH3:23])[CH3:22]>>[CH2:1]([O:5][C:6]([C:8]1[C:9]([OH:19])=[C:10]2[C:17]([CH3:18])=[N:16][S:15][C:11]2=[C:12]([C:25]#[C:24][Si:21]([CH3:23])([CH3:22])[CH3:20])[N:13]=1)=[O:7])[CH2:2][CH2:3][CH3:4]. Reactants: C(CCC)OC(=O)C=1C(=C2C(=C(N1)Br)SN=C2C)O (7-bromo-4-hydroxy-3-methyl-isothiazolo[5,4-c]pyridine-5-carboxylic acid butyl ester), C[Si](C)(C)C#C (trimethylsilylacetylene). The product is C(CCC)OC(=O)C=1C(=C2C(=C(N1)C#C[Si](C)(C)C)SN=C2C)O (4-Hydroxy-3-methyl-7-trimethylsilanylethynyl-isothiazolo[5,4-c]pyridine-5-carboxylic acid butyl ester). Procedure details: The title compound was synthesized in analogy Example 6 from 7-bromo-4-hydroxy-3-methyl-isothiazolo[5,4-c]pyridine-5-carboxylic acid butyl ester and trimethylsilylacetylene: MS (m/z) 363.2 (M+1). The reactants are Brc1ccc(I)nc1, O=C([O-])[O-], Cc1ccccc1, COc1ccc(B(O)O)cc1, [Na+], [Na+], O, c1ccc(P(c2ccccc2)(c2ccccc2)[Pd](P(c2ccccc2)(c2ccccc2)c2ccccc2)(P(c2ccccc2)(c2ccccc2)c2ccccc2)P(c2ccccc2)(c2ccccc2)c2ccccc2)cc1. Product: COc1ccc(-c2ccc(Br)cn2)cc1. As a reaction SMILES: [Br:1][c:2]1[cH:3][cH:4][c:5]([I:8])[n:6][cH:7]1.[C:20](=[O:21])([O-:22])[O-:23].[CH3:27][c:28]1[cH:29][cH:30][cH:31][cH:32][cH:33]1.[CH3:9][O:10][c:11]1[cH:12][cH:13][c:14]([B:17]([OH:18])[OH:19])[cH:15][cH:16]1.[Na+:24].[Na+:25].[OH2:26].[cH:34]1[cH:35][cH:36][c:37]([P:38]([Pd:39]([P:40]([c:41]2[cH:42][cH:43][cH:44][cH:45][cH:46]2)([c:47]2[cH:48][cH:49][cH:50][cH:51][cH:52]2)[c:53]2[cH:54][cH:55][cH:56][cH:57][cH:58]2)([P:59]([c:60]2[cH:61][cH:62][cH:63][cH:64][cH:65]2)([c:66]2[cH:67][cH:68][cH:69][cH:70][cH:71]2)[c:72]2[cH:73][cH:74][cH:75][cH:76][cH:77]2)[P:78]([c:79]2[cH:80][cH:81][cH:82][cH:83][cH:84]2)([c:85]2[cH:86][cH:87][cH:88][cH:89][cH:90]2)[c:91]2[cH:92][cH:93][cH:94][cH:95][cH:96]2)([c:97]2[cH:98][cH:99][cH:100][cH:101][cH:102]2)[c:103]2[cH:104][cH:105][cH:106][cH:107][cH:108]2)[cH:109][cH:110]1>>[Br:1][c:2]1[cH:3][cH:4][c:5](-[c:14]2[cH:13][cH:12][c:11]([O:10][CH3:9])[cH:16][cH:15]2)[n:6][cH:7]1. The reactants are C(C1=CC=CC=C1)(=O)O (benzoic acid), C(C1=CC=CC=C1)(=O)O (benzoic acid), BrC=1C=CC(=C(C1)OC1=CC=C(C=C1)C)C(C)(C)C (5-bromo-2-tert-butyl-1-[(4′-methyl)phenoxy]benzene), BrC=1C=CC(=C(C1)OC1=CC=C(C=C1)C)C(C)(C)C (5-bromo-2-tert-butyl-1-[(4′-methyl)phenoxy]benzene). Yields the product C(C)(C)(C)C1=C(C=C(C(=O)O)C=C1)OC1=CC=C(C=C1)C (4-tert-Butyl-3-[(4′-methyl)phenoxy]benzoic Acid). As a reaction SMILES: [C:1]([OH:9])(=[O:8])C1C=CC=CC=1.Br[C:11]1[CH:12]=[CH:13][C:14]([C:25]([CH3:28])([CH3:27])[CH3:26])=[C:15]([O:17][C:18]2[CH:23]=[CH:22][C:21]([CH3:24])=[CH:20][CH:19]=2)[CH:16]=1>>[C:25]([C:14]1[CH:13]=[CH:12][C:11]([C:1]([OH:9])=[O:8])=[CH:16][C:15]=1[O:17][C:18]1[CH:23]=[CH:22][C:21]([CH3:24])=[CH:20][CH:19]=1)([CH3:28])([CH3:27])[CH3:26]. Procedure: Employing the same general procedure as for the preparation of 4-tert-butyl-3-(4′-trifluoromethyl)phenoxy] benzoic acid (Compound P), 1.02 g (3.2 mmol) of 5-bromo-2-tert-butyl-1-[(4′-methyl)phenoxy]benzene (Compound J) was converted into the title compound using 4.7 mL (8.0 mmol) of tert-butyllithium solution (1.7M in pentane) and 10 mL of tetrahydrofuran. Purification by flash chromatography (silica, 3% methanol in chloroform) gave the title compound as a creme solid. Reactants: complex, NC1=CC=NC=C1 (4-aminopyridine), COC[C@@H]1CO1 ((S)-methylglycidyl ether), [C]=O (carbon monoxide), C(C)(C)(CC)O (t-amyl alcohol), CO (methanol). Product: COC(C[C@@H](COC)O)=O ((S)-4-methoxy-3-hydroxybutanoic acid methyl ester). Isolated yield 92.0%. Reaction SMILES: [C:1]([OH:6])(CC)(C)C.NC1C=CN=CC=1.[CH3:14][O:15][CH2:16][C@H:17]1[O:19][CH2:18]1.[C]=O.[CH3:22][OH:23]>>[CH3:22][O:23][C:1](=[O:6])[CH2:18][C@H:17]([OH:19])[CH2:16][O:15][CH3:14] |^3:19|. Reported procedure: In a 50 mL-volumetric autoclave were added deaerated methanol (10 mL) and t-amyl alcohol (10 mL), and thereto were added 4-aminopyridine (47 mg, 0.5 mmol) and (S)-methylglycidyl ether (1.8 g, 20 mmol, >99% ee). Then to the mixture was added crystalline dicobaltoctacarbonyl complex (171 mg, 0.5 mmol). After covering the autoclave with a cap, carbon monoxide (1 MPa) was introduced therein and the mixture was reacted at 40° C. for 8 hours. After cooling to room temperature, the solvent was removed ... Reported procedure: 333.9 mg (2.4 mmol) 4-methyl-1H-pyrrole-3-carboxylic acid methyl ester, 891.5 mg (4.2 mmol) tri-potassium phosphate, 4 mg (0.02 mmol) CuI, 22 mg (0.2 mmol) 1,2-diaminocyclohexane and 317.9 mg (2 mmol) of 2-bromopyrimidine was suspended in 3 mL of dioxane. After addition of 90 μl of dodecane the mixture was heated in a sealed tube under argon for 12 h at 100° C. The mixture was cooled to room temperature and then diluted with water, followed by extraction with ethyl acetate. The organic layer was... Starting materials: COC(=O)C1=CNC=C1C (4-methyl-1H-pyrrole-3-carboxylic acid methyl ester), CCCCCCCCCCCC (dodecane), BrC1=NC=CC=N1 (2-bromopyrimidine), P(=O)([O-])([O-])[O-].[K+].[K+].[K+] (tri-potassium phosphate), NC1C(CCCC1)N (1,2-diaminocyclohexane). The yield is 69.1%. RXN SMILES: [CH3:1][O:2][C:3]([C:5]1[C:9]([CH3:10])=[CH:8][NH:7][CH:6]=1)=[O:4].P([O-])([O-])([O-])=O.[K+].[K+].[K+].NC1CCCCC1N.Br[C:28]1[N:33]=[CH:32][CH:31]=[CH:30][N:29]=1.CCCCCCCCCCCC>O1CCOCC1.O.[Cu]I>[CH3:1][O:2][C:3]([C:5]1[C:9]([CH3:10])=[CH:8][N:7]([C:28]2[N:33]=[CH:32][CH:31]=[CH:30][N:29]=2)[CH:6]=1)=[O:4] |f:1.2.3.4|. The product is COC(=O)C1=CN(C=C1C)C1=NC=CC=N1 (4-Methyl-1-pyrimidin-2-yl-1H-pyrrole-3-carboxylic acid methyl ester). Reagents/catalysts: [Cu]I (CuI). The solvent is O (water), O1CCOCC1 (dioxane). Reaction conditions: temperature 100 celsius. The reactants are Cl.C1(CCCCC1)C1(CCCCC1)C(=O)OC=1C=NC(=NC1)C (2-methylpyrimidin-5-yl 1-cyclohexylcyclohexane1-carboxylate hydrochloride). The reagents and catalysts are [Pd] (palladium on carbon). The solvent is C(C)O (ethanol). The product is Cl.C1(CCCCC1)C1(CCCCC1)C(=O)OC1CN=C(NC1)C (2-methyl-1,4,5,6-tetrahydropyrimidin 5-yl 1-cyclohexylcyclohexane-1-carboxylate hydrochloride). Reaction SMILES: [ClH:1].[CH:2]1([C:8]2([C:14]([O:16][C:17]3[CH:18]=[N:19][C:20]([CH3:23])=[N:21][CH:22]=3)=[O:15])[CH2:13][CH2:12][CH2:11][CH2:10][CH2:9]2)[CH2:7][CH2:6][CH2:5][CH2:4][CH2:3]1>[Pd].C(O)C>[ClH:1].[CH:2]1([C:8]2([C:14]([O:16][CH:17]3[CH2:22][NH:21][C:20]([CH3:23])=[N:19][CH2:18]3)=[O:15])[CH2:13][CH2:12][CH2:11][CH2:10][CH2:9]2)[CH2:3][CH2:4][CH2:5][CH2:6][CH2:7]1 |f:0.1,4.5|. Procedure details: A mixture of 2-methylpyrimidin-5-yl 1-cyclohexylcyclohexane1-carboxylate hydrochloride and 10% palladium on carbon (0.12 g) in ethanol (10 ml) was hydrogenated at room pressure. After the hydrogen absorption had ceased, the catalyst was filtered off and the solvent was evaporated in vacuo. The residue was purified by column chromatography (methylene chloride/methanol/water 80:20:2) to give 0.43 g of 2-methyl-1,4,5,6-tetrahydropyrimidin 5-yl 1-cyclohexylcyclohexane-1-carboxylate hydrochloride. M.... Starting materials: O[C@H](COC1=CC=CC=2NC3=CC=CC=C3C12)CN(CC(C)C)C1=CC=C(C=C1)OC1=CC=C(C=C1)C(N)=O ((S)-4-[2-Hydroxy-3-([4-(4-carbamoylphenoxy)phenyl]-2-methylpropylamino)propoxy]carbazole), Cl.C(C)(=O)OCC (HCl ethyl acetate). The solvent is C(C)(=O)OCC (ethyl acetate). Conditions: time 1 hour. Product: Cl.O[C@H](COC1=CC=CC=2NC3=CC=CC=C3C12)CN(CC(C)C)C1=CC=C(C=C1)OC1=CC=C(C=C1)C(N)=O ((S)-4-[2-Hydroxy-3-([4-(4-carbamoylphenoxy)phenyl]-2-methylpropylamino)propoxy]carbazole hydrochloride). As a reaction SMILES: [OH:1][C@@H:2]([CH2:18][N:19]([C:24]1[CH:29]=[CH:28][C:27]([O:30][C:31]2[CH:36]=[CH:35][C:34]([C:37](=[O:39])[NH2:38])=[CH:33][CH:32]=2)=[CH:26][CH:25]=1)[CH2:20][CH:21]([CH3:23])[CH3:22])[CH2:3][O:4][C:5]1[C:17]2[C:16]3[C:11](=[CH:12][CH:13]=[CH:14][CH:15]=3)[NH:10][C:9]=2[CH:8]=[CH:7][CH:6]=1.[ClH:40].C(OCC)(=O)C>C(OCC)(=O)C>[ClH:40].[OH:1][C@@H:2]([CH2:18][N:19]([C:24]1[CH:25]=[CH:26][C:27]([O:30][C:31]2[CH:36]=[CH:35][C:34]([C:37](=[O:39])[NH2:38])=[CH:33][CH:32]=2)=[CH:28][CH:29]=1)[CH2:20][CH:21]([CH3:23])[CH3:22])[CH2:3][O:4][C:5]1[C:17]2[C:16]3[C:11](=[CH:12][CH:13]=[CH:14][CH:15]=3)[NH:10][C:9]=2[CH:8]=[CH:7][CH:6]=1 |f:1.2,4.5|. Procedure: A stirred solution of the product from example 85 (11.01 g, 21.03 mmol) in 180 mL ethyl acetate (180 mL) was treated with a 1N HCl/ethyl acetate (21 mL) solution at ambient temperature. The resulting slurry was stirred for approximately 1 hour at room temperature. The slurry was pressure filtered under nitrogen through a stainless steel filter. The filter cake was washed three times with ethyl acetate (30 mL) and dried under a nitrogen purge for 2 hours. The filter cake was then dried in a vacuu... Reactants: N[C@H]1CN(CCC1)C1=CC(N(C(N1CC1=C(C#N)C=CC=C1)=O)CC1=CC(=CC=C1)C#N)=O (2-{6-[3(R)-Amino-piperidin-1-yl]-3-(3-cyano-benzyl)-2,4-dioxo-3,4-dihydro-2H-pyrimidin-1-ylmethyl}-benzonitrile), BrCC=1C=C(C=CC1)N1C=CC=C1 (1-(3-bromomethyl-phenyl)-1H-pyrrole). The product is N[C@H]1CN(CCC1)C1=CC(N(C(N1CC1=C(C#N)C=CC=C1)=O)CC1=CC(=CC=C1)N1C=CC=C1)=O (2-{6-[3(R)-Amino-piperidin-1-yl]-2,4-dioxo-3-(3-pyrrol-1-yl-benzyl)-3,4-dihydro-2H-pyrimidin-1-ylmethyl}-benzonitrile). Reaction SMILES: [NH2:1][C@@H:2]1[CH2:7][CH2:6][CH2:5][N:4]([C:8]2[N:13]([CH2:14][C:15]3[CH:22]=[CH:21][CH:20]=[CH:19][C:16]=3[C:17]#[N:18])[C:12](=[O:23])[N:11]([CH2:24][C:25]3[CH:30]=[CH:29][CH:28]=[C:27](C#N)[CH:26]=3)[C:10](=[O:33])[CH:9]=2)[CH2:3]1.BrCC1C=C([N:42]2[CH:46]=[CH:45][CH:44]=[CH:43]2)C=CC=1>>[NH2:1][C@@H:2]1[CH2:7][CH2:6][CH2:5][N:4]([C:8]2[N:13]([CH2:14][C:15]3[CH:22]=[CH:21][CH:20]=[CH:19][C:16]=3[C:17]#[N:18])[C:12](=[O:23])[N:11]([CH2:24][C:25]3[CH:30]=[CH:29][CH:28]=[C:27]([N:42]4[CH:46]=[CH:45][CH:44]=[CH:43]4)[CH:26]=3)[C:10](=[O:33])[CH:9]=2)[CH2:3]1. Reported procedure: Title compound 22 was prepared by the methods used in the preparation of compound 17, except that 1-(3-bromomethyl-phenyl)-1H-pyrrole was used in the place of m-cyano-benzyl bromide. 1H-NMR (400 MHz, CDCl3-CD3OD 10:1) δ 7.59 (d, J=7.3 Hz, 1H), 7.48 (t, J=7.7 Hz, 1H), 7.24-7.36 (m, 4H), 7.21 (t, J=7.6 Hz, 2H), 7.02 (t, J=2.1 Hz, 2H), 6.32 (t, J=2.0 Hz, 2H), 5.42 (s, 1H), 5.11-5.20 (ABq, J=44.7, 15.9 Hz, 2H), 5.06 (s, 2H), 3.36 (m, 2H), 2.98 (m, 1H), 2.89 (m, 1H), 2.70 (m, 1H), 2.10 (m, 1H), 1.88 ... Starting materials: CC(C)(C)OC(=O)CC(CCCC1CCCCC1)c1nc(Cc2ccncc2)no1, Cl, C1COCCO1. The product is O=C(O)CC(CCCC1CCCCC1)c1nc(Cc2ccncc2)no1. Reaction SMILES: [CH:1]1([CH2:7][CH2:8][CH2:9][CH:10]([CH2:11][C:12](=[O:13])[O:14][C:15]([CH3:16])([CH3:17])[CH3:18])[c:19]2[n:20][c:21]([CH2:24][c:25]3[cH:26][cH:27][n:28][cH:29][cH:30]3)[n:22][o:23]2)[CH2:2][CH2:3][CH2:4][CH2:5][CH2:6]1.[ClH:31].[O:32]1[CH2:33][CH2:34][O:35][CH2:36][CH2:37]1>>[CH:1]1([CH2:7][CH2:8][CH2:9][CH:10]([CH2:11][C:12](=[O:13])[OH:14])[c:19]2[n:20][c:21]([CH2:24][c:25]3[cH:26][cH:27][n:28][cH:29][cH:30]3)[n:22][o:23]2)[CH2:2][CH2:3][CH2:4][CH2:5][CH2:6]1.